From a dataset of the Open Reaction Database (ORD), a public repository of structured organic reaction records. describe an organic reaction: reactants, conditions, products, and yield Starting materials: N([C@@H]([C@H](OC(C)(C)C)C)C(=O)N[C@@H](C)C(=O)N[C@@H](CC(OC(C)(C)C)=O)C(=O)N[C@@H](CS)C(=O)N1[C@H](C(=O)N[C@@H](CCCNC(NS(=O)(=O)C2=C(C)C=C(OC)C(C)=C2C)=N)C(=O)N[C@@H](CC(NC(C2=CC=CC=C2)(C2=CC=CC=C2)C2=CC=CC=C2)=O)C(=O)N2[C@H](C(=O)N[C@@H](CC3=CN(C=N3)C(C3=CC=CC=C3)(C3=CC=CC=C3)C3=CC=CC=C3)C(=O)N[C@@H](CCCCNC(=O)OC(C)(C)C)C(=O)NCC(=O)N3[C@H](C(=O)N[C@@H](C)C(=O)N[C@@H]([C@H](OC(C)(C)C)C)C(=O)OC)CCC3)CCC2)CCC1)C(=O)OC(C)(C)C (BOC-Thr(But)-Ala-Asp(OBut)-Cys-Pro-Arg(Mtr)-Asn(Trt)-Pro-His(Trt)-Lys(Boc)-Gly-Pro-Ala-Thr(But)-OMe), [OH-].[Na+] (NaOH). Solvent: CO (methanol), O1CCOCC1 (dioxane). Conditions: time 4 hour. Product: N[C@@H]([C@H](O)C)C(=O)N[C@@H](C)C(=O)N[C@@H](CC(O)=O)C(=O)N[C@@H](CS)C(=O)N1[C@H](C(=O)N[C@@H](CCCNC(N)=N)C(=O)N[C@@H](CC(N)=O)C(=O)N2[C@H](C(=O)N[C@@H](CC3=CNC=N3)C(=O)N[C@@H](CCCCN)C(=O)NCC(=O)N3[C@H](C(=O)N[C@@H](C)C(=O)N[C@@H]([C@H](O)C)C(=O)O)CCC3)CCC2)CCC1 (H-Thr-Ala-Asp-Cys-Pro-Arg-Asn-Pro-His-Lys-Gly-Pro-Ala-Thr-OH). RXN SMILES: [NH:1](C(OC(C)(C)C)=O)[C@H:2]([C:10]([NH:12][C@H:13]([C:15]([NH:17][C@H:18]([C:27]([NH:29][C@H:30]([C:33]([N:35]1[CH2:174][CH2:173][CH2:172][C@H:36]1[C:37]([NH:39][C@H:40]([C:62]([NH:64][C@H:65]([C:89]([N:91]1[CH2:171][CH2:170][CH2:169][C@H:92]1[C:93]([NH:95][C@H:96]([C:122]([NH:124][C@H:125]([C:138]([NH:140][CH2:141][C:142]([N:144]1[CH2:168][CH2:167][CH2:166][C@H:145]1[C:146]([NH:148][C@H:149]([C:151]([NH:153][C@H:154]([C:162]([O:164]C)=[O:163])[C@@H:155]([CH3:161])[O:156]C(C)(C)C)=[O:152])[CH3:150])=[O:147])=[O:143])=[O:139])[CH2:126][CH2:127][CH2:128][CH2:129][NH:130]C(OC(C)(C)C)=O)=[O:123])[CH2:97][C:98]1[N:102]=[CH:101][N:100](C(C2C=CC=CC=2)(C2C=CC=CC=2)C2C=CC=CC=2)[CH:99]=1)=[O:94])=[O:90])[CH2:66][C:67](=[O:88])[NH:68]C(C1C=CC=CC=1)(C1C=CC=CC=1)C1C=CC=CC=1)=[O:63])[CH2:41][CH2:42][CH2:43][NH:44][C:45](=[NH:61])[NH:46]S(C1C(C)=C(C)C(OC)=CC=1C)(=O)=O)=[O:38])=[O:34])[CH2:31][SH:32])=[O:28])[CH2:19][C:20](=[O:26])[O:21]C(C)(C)C)=[O:16])[CH3:14])=[O:11])[C@@H:3]([CH3:9])[O:4]C(C)(C)C.[OH-].[Na+]>CO.O1CCOCC1>[NH2:1][C@H:2]([C:10]([NH:12][C@H:13]([C:15]([NH:17][C@H:18]([C:27]([NH:29][C@H:30]([C:33]([N:35]1[CH2:174][CH2:173][CH2:172][C@H:36]1[C:37]([NH:39][C@H:40]([C:62]([NH:64][C@H:65]([C:89]([N:91]1[CH2:171][CH2:170][CH2:169][C@H:92]1[C:93]([NH:95][C@H:96]([C:122]([NH:124][C@H:125]([C:138]([NH:140][CH2:141][C:142]([N:144]1[CH2:168][CH2:167][CH2:166][C@H:145]1[C:146]([NH:148][C@H:149]([C:151]([NH:153][C@H:154]([C:162]([OH:164])=[O:163])[C@@H:155]([CH3:161])[OH:156])=[O:152])[CH3:150])=[O:147])=[O:143])=[O:139])[CH2:126][CH2:127][CH2:128][CH2:129][NH2:130])=[O:123])[CH2:97][C:98]1[N:102]=[CH:101][NH:100][CH:99]=1)=[O:94])=[O:90])[CH2:66][C:67](=[O:88])[NH2:68])=[O:63])[CH2:41][CH2:42][CH2:43][NH:44][C:45](=[NH:46])[NH2:61])=[O:38])=[O:34])[CH2:31][SH:32])=[O:28])[CH2:19][C:20](=[O:21])[OH:26])=[O:16])[CH3:14])=[O:11])[C@@H:3]([CH3:9])[OH:4] |f:1.2|. Procedure: 0.3 g of BOC-Thr(But)-Ala-Asp(OBut)-Cys-Pro-Arg(Mtr)-Asn(Trt)-Pro-His(Trt)-Lys(Boc)-Gly-Pro-Ala-Thr(But)-OMe (SEQ ID NO:111) is dissolved in 30 ml of methanol; 1.5 ml of 2N NaOH solution are added and the mixture is stirred at 250 for 4 hours. After removal of the solvent, the residue is taken up in water, the pH is adjusted to 3 by adding diluted HCI, and the product is extracted with ethyl acetate. The extract is dried over Na2 SO4. After removal of the solvent, BOC-Thr(But)-Ala-Asp(OBut)-Cys-... Reactants: C1=2C(=O)OC(NC1=CC=CC2)=O (isatoic anhydride), CN.O1CCCC1 (methylamine tetrahydrofuran). The solvent is O (H2O). Conditions: time 1 hour. Product: NC1=C(C(=O)NC)C=CC=C1 (2-amino-N-methyl-benzamide). The yield is 92.0%. Reaction SMILES: [C:1]12[C:7](=[CH:8][CH:9]=[CH:10][CH:11]=1)[NH:6]C(=O)O[C:2]2=[O:3].[CH3:13][NH2:14].O1CCCC1>O>[NH2:6][C:7]1[CH:8]=[CH:9][CH:10]=[CH:11][C:1]=1[C:2]([NH:14][CH3:13])=[O:3] |f:1.2|. Reported procedure: To a suspension of 16.3 g (100 mmol) of isatoic anhydride in 100 mL of H2O is added portionwise 100 mL of 2N methylamine-tetrahydrofuran solution (200 mmol) at room temperature. The reaction mixture is stirred for 1 hour and then extracted with AcOEt. The organic layer is washed with H2O and brine, dried over Na2SO4, and concentrated under reduced pressure to give 13.79 g of desired product, 2-amino-N-methyl-benzamide (92 mmol, 92%) as colorless solid. Reactants: CCOC(=O)C=C(CBr)Oc1cccc2c1cnn2C, COC(=O)C(N)CC(C)C, CC#N, CCN(C(C)C)C(C)C, Cl. Yields the product CCOC(=O)C=C(CNC(CC(C)C)C(=O)OC)Oc1cccc2c1cnn2C. Reaction SMILES: [CH2:12]([CH3:13])[O:14][C:15]([CH:16]=[C:17]([CH2:18][Br:19])[O:20][c:21]1[c:22]2[cH:23][n:24][n:25]([CH3:30])[c:26]2[cH:27][cH:28][cH:29]1)=[O:31].[CH3:2][O:3][C:4]([CH:5]([NH2:6])[CH2:7][CH:8]([CH3:9])[CH3:10])=[O:11].[CH3:41][C:42]#[N:43].[CH:32]([N:33]([CH2:34][CH3:35])[CH:36]([CH3:37])[CH3:38])([CH3:39])[CH3:40].[ClH:1]>>[CH3:2][O:3][C:4]([CH:5]([NH:6][CH2:18][C:17](=[CH:16][C:15]([O:14][CH2:12][CH3:13])=[O:31])[O:20][c:21]1[c:22]2[cH:23][n:24][n:25]([CH3:30])[c:26]2[cH:27][cH:28][cH:29]1)[CH2:7][CH:8]([CH3:9])[CH3:10])=[O:11]. Reactants: CN(C)C=O, CC(Cl)Cl, NCCCN1CCOCC1, Cc1cc(-c2cc(-c3ccc(C(=O)O)cc3)[nH]c(=O)n2)ccc1O, On1nnc2ccccc21. The product is Cc1cc(-c2cc(-c3ccc(C(=O)NCCCN4CCOCC4)cc3)[nH]c(=O)n2)ccc1O. As a reaction SMILES: [CH3:49][N:50]([CH3:51])[CH:52]=[O:53].[Cl:45][CH:46]([Cl:47])[CH3:48].[O:25]1[CH2:26][CH2:27][N:28]([CH2:31][CH2:32][CH2:33][NH2:34])[CH2:29][CH2:30]1.[OH:1][c:2]1[c:3]([CH3:24])[cH:4][c:5](-[c:8]2[cH:9][c:10](-[c:15]3[cH:16][cH:17][c:18]([C:19](=[O:20])[OH:21])[cH:22][cH:23]3)[nH:11][c:12](=[O:14])[n:13]2)[cH:6][cH:7]1.[OH:35][n:36]1[c:37]2[cH:38][cH:39][cH:40][cH:41][c:42]2[n:43][n:44]1>>[OH:1][c:2]1[c:3]([CH3:24])[cH:4][c:5](-[c:8]2[cH:9][c:10](-[c:15]3[cH:16][cH:17][c:18]([C:19](=[O:21])[NH:34][CH2:33][CH2:32][CH2:31][N:28]4[CH2:27][CH2:26][O:25][CH2:30][CH2:29]4)[cH:22][cH:23]3)[nH:11][c:12](=[O:14])[n:13]2)[cH:6][cH:7]1. Reactants: FC(C=1C=C(CN2C(C3=C(NCCC2)N=C(N=C3C3=C(C=CC=C3)C)S(=O)(=O)C)=O)C=C(C1)C(F)(F)F)(F)F (6-[3,5-bis(trifluoromethyl)benzyl]-5,6,7,8,9,10-hexahydro-4-(2-methylphenyl)-2-(methylsulfonyl)-5-oxopyrimido[4,5-b][1,5]diazocine), C(C)(C)(C)OC(=O)NC1CCNCC1 (4-(t-butoxycarbonylamino)piperidine), C(C)(=O)OC(C)=O (acetic anhydride). Yields the product C(C)(=O)NC1CCN(CC1)C=1N=C(C2=C(NCCCN(C2=O)CC2=CC(=CC(=C2)C(F)(F)F)C(F)(F)F)N1)C1=C(C=CC=C1)C (2-[4-(acetylamino)piperidine-1-yl]-6-[3,5-bis(trifluoromethyl)benzyl]-5,6,7,8,9,10-hexahydro-4-(2-methylphenyl)-5-oxopyrimido[4,5-b][1,5]diazocine). The yield is 75.0%. Reaction SMILES: [F:1][C:2]([F:39])([F:38])[C:3]1[CH:4]=[C:5]([CH:31]=[C:32]([C:34]([F:37])([F:36])[F:35])[CH:33]=1)[CH2:6][N:7]1[CH2:14][CH2:13][CH2:12][NH:11][C:10]2[N:15]=[C:16](S(C)(=O)=O)[N:17]=[C:18]([C:19]3[CH:24]=[CH:23][CH:22]=[CH:21][C:20]=3[CH3:25])[C:9]=2[C:8]1=[O:30].C([O:44][C:45]([NH:47][CH:48]1[CH2:53][CH2:52][NH:51][CH2:50][CH2:49]1)=O)(C)(C)C.[C:54](OC(=O)C)(=O)C>>[C:45]([NH:47][CH:48]1[CH2:53][CH2:52][N:51]([C:16]2[N:17]=[C:18]([C:19]3[CH:24]=[CH:23][CH:22]=[CH:21][C:20]=3[CH3:25])[C:9]3[C:8](=[O:30])[N:7]([CH2:6][C:5]4[CH:4]=[C:3]([C:2]([F:39])([F:1])[F:38])[CH:33]=[C:32]([C:34]([F:36])([F:35])[F:37])[CH:31]=4)[CH2:14][CH2:13][CH2:12][NH:11][C:10]=3[N:15]=2)[CH2:50][CH2:49]1)(=[O:44])[CH3:54]. Reported procedure: In a similar manner to Example 24, 6-[3,5-bis(trifluoromethyl)benzyl]-5,6,7,8,9,10-hexahydro-4-(2-methylphenyl)-2-(methylsulfonyl)-5-oxopyrimido[4,5-b][1,5]diazocine (Compound of Reference Example 19; 85.9 mg), 4-(t-butoxycarbonylamino)piperidine (36.1 mg) and acetic anhydride (0.05 mL) were reacted to obtain 2-[4-(acetylamino)piperidine-1-yl]-6-[3,5-bis(trifluoromethyl)benzyl]-5,6,7,8,9,10-hexahydro-4-(2-methylphenyl)-5-oxopyrimido[4,5-b][1,5]diazocine(71.2 mg, 75%).